Dataset: the Open Reaction Database (ORD), a public repository of structured organic reaction records. Task: describe an organic reaction: reactants, conditions, products, and yield Starting materials: C1(CC1)NC(=O)C=1N=NN(C1)C1=C(C=C(C=C1)C(=O)NCC(F)(F)F)C#CCCC1=CC=CC=C1 (N-cyclopropyl-1-(2-(4-phenylbut-1-yn-1-yl)-4-{[(2,2,2-trifluoroethyl)amino]carbonyl}phenyl)-1H-1,2,3-triazole-4-carboxamide), C(C)O (ethanol). Solvent: C(C)(=O)O (acetic acid). The reagents and catalysts are [C].[Pd] (palladium-carbon). Procedure details: To a solution of N-cyclopropyl-1-(2-(4-phenylbut-1-yn-1-yl)-4-{[(2,2,2-trifluoroethyl)amino]carbonyl}phenyl)-1H-1,2,3-triazole-4-carboxamide (42.8 mg) obtained in Example 384 in acetic acid (7.0 ml)—ethanol (5.0 ml) was added palladium-carbon (20 mg). The reaction mixture was stirred under a hydrogen atmosphere at room temperature for 2 days, and the insoluble material was filtered off. The solvent was evaporated, and the residue was purified by silica gel column (hexane/ethyl acetate=4/1 to 2/3... Reaction SMILES: [CH:1]1([NH:4][C:5]([C:7]2[N:8]=[N:9][N:10]([C:12]3[CH:17]=[CH:16][C:15]([C:18]([NH:20][CH2:21][C:22]([F:25])([F:24])[F:23])=[O:19])=[CH:14][C:13]=3[C:26]#[C:27][CH2:28][CH2:29][C:30]3[CH:35]=[CH:34][CH:33]=[CH:32][CH:31]=3)[CH:11]=2)=[O:6])[CH2:3][CH2:2]1.C(O)C>C(O)(=O)C.[C].[Pd]>[CH:1]1([NH:4][C:5]([C:7]2[N:8]=[N:9][N:10]([C:12]3[CH:17]=[CH:16][C:15]([C:18]([NH:20][CH2:21][C:22]([F:23])([F:24])[F:25])=[O:19])=[CH:14][C:13]=3[CH2:26][CH2:27][CH2:28][CH2:29][C:30]3[CH:31]=[CH:32][CH:33]=[CH:34][CH:35]=3)[CH:11]=2)=[O:6])[CH2:2][CH2:3]1 |f:3.4|. Yield: 10.0%. Product: C1(CC1)NC(=O)C=1N=NN(C1)C1=C(C=C(C=C1)C(=O)NCC(F)(F)F)CCCCC1=CC=CC=C1 (N-cyclopropyl-1-(2-(4-phenylbutyl)-4-{[(2,2,2-trifluoroethyl)amino]carbonyl}phenyl)-1H-1,2,3-triazole-4-carboxamide). Run at time 2 day. The reactants are C1(=CC=CC=C1)C=1SC2=C(N1)C=CC=C2C=O (2-phenyl-benzothiazole-7-carboxaldehyde), [N+](=O)([O-])CC(C)=O (nitroacetone), N\C(=C/C(=O)OC)\C (methyl 3-aminocrotonate). The solvent is C(C)O (ethanol). Product: CC=1NC(=C(C(C1[N+](=O)[O-])C1=CC=CC=2N=C(SC21)C2=CC=CC=C2)C(=O)OC)C (Methyl 2,6-dimethyl-3-nitro-4-(2-phenyl-benzothiazol-7-yl)-1,4-dihydropyridine-5-carboxylate). RXN SMILES: [C:1]1([C:7]2[S:8][C:9]3[C:15]([CH:16]=O)=[CH:14][CH:13]=[CH:12][C:10]=3[N:11]=2)[CH:6]=[CH:5][CH:4]=[CH:3][CH:2]=1.[N+:18]([CH2:21][C:22](=O)[CH3:23])([O-:20])=[O:19].[NH2:25]/[C:26](/[CH3:32])=[CH:27]\[C:28]([O:30][CH3:31])=[O:29]>C(O)C>[CH3:23][C:22]1[NH:25][C:26]([CH3:32])=[C:27]([C:28]([O:30][CH3:31])=[O:29])[CH:16]([C:15]2[C:9]3[S:8][C:7]([C:1]4[CH:2]=[CH:3][CH:4]=[CH:5][CH:6]=4)=[N:11][C:10]=3[CH:12]=[CH:13][CH:14]=2)[C:21]=1[N+:18]([O-:20])=[O:19]. Procedure: 10 mmol of 2-phenyl-benzothiazole-7-carboxaldehyde, 10 mmol of nitroacetone and 10 mmol of methyl 3-aminocrotonate are boiled in 20 ml of ethanol overnight, the mixture is concentrated and the residue is purified on a silica gel column (cyclohexane/ethyl acetate=6:4) Starting materials: N(=O)[O-].[Na+] (sodium nitrite), Cl (hydrochloric acid), NC=1SC=C(N1)C(CBr)=O (2-Amino-4-bromoacetyl-thiazole), diazonium salt, Cl (hydrochloric acid). Reagents/catalysts: [Cu]Cl (copper(I) chloride). Solvent: O (water), O (water), O (water). Run at temperature 0 celsius. Yields the product ClC=1SC=C(N1)C(CBr)=O (2-Chloro-4-bromoacetyl-thiazole). Reaction SMILES: N[C:2]1[S:3][CH:4]=[C:5]([C:7](=[O:10])[CH2:8][Br:9])[N:6]=1.N([O-])=O.[Na+].[ClH:15]>O.[Cu]Cl>[Cl:15][C:2]1[S:3][CH:4]=[C:5]([C:7](=[O:10])[CH2:8][Br:9])[N:6]=1 |f:1.2|. Reported procedure: 7.6 g (6.0344 mol) of 2-Amino-4-bromoacetyl-thiazole are dissolved in 20 ml of water and 50 ml of concentrated hydrochloric acid. Now, at 0° C. and with stirring, a solution of 3.44 g (0.0499 mol) of sodium nitrite in 15 ml of water is added dropwise. The resulting diazonium salt solution is then introduced in portions into a vigorously stirred cold solution of 4.93 g (0.0449 mol) of copper(I) chloride in 15 ml of concentrated hydrochloric acid, and the mixture is stirred at room temperature for...